This data is from the Open Reaction Database (ORD), a public repository of structured organic reaction records. The task is: describe an organic reaction: reactants, conditions, products, and yield Reactants: OC(C)C1=CN=CN1C1C(OC(C2=CC=CC=C12)=O)(C)C (4-[5-(1-hydroxy-ethyl)-imidazol-1-yl]-3,3-dimethyl-isochroman-1-one). The reagents and catalysts are [O-2].[O-2].[Mn+4] (manganese dioxide). The solvent is O1CCOCC1 (dioxane). Reaction conditions: temperature 60 celsius. Product: C(C)(=O)C1=CN=CN1C1C(OC(C2=CC=CC=C12)=O)(C)C (4-(5-acetyl-imidazol-1-yl)-3,3-dimethyl-isochroman-1-one). Reaction SMILES: [OH:1][CH:2]([C:4]1[N:8]([CH:9]2[C:18]3[C:13](=[CH:14][CH:15]=[CH:16][CH:17]=3)[C:12](=[O:19])[O:11][C:10]2([CH3:21])[CH3:20])[CH:7]=[N:6][CH:5]=1)[CH3:3]>O1CCOCC1.[O-2].[O-2].[Mn+4]>[C:2]([C:4]1[N:8]([CH:9]2[C:18]3[C:13](=[CH:14][CH:15]=[CH:16][CH:17]=3)[C:12](=[O:19])[O:11][C:10]2([CH3:21])[CH3:20])[CH:7]=[N:6][CH:5]=1)(=[O:1])[CH3:3] |f:2.3.4|. Procedure: To a solution of 4-[5-(1-hydroxy-ethyl)-imidazol-1-yl]-3,3-dimethyl-isochroman-1-one (0.100 g, 0.35 mmol) (Example 12) in dioxane (2 mL) is added manganese dioxide (0.46 g, 5.2 mmol) and the reaction mixture is heated to 60° C. overnight. Filtration through celite and concentration in vacuo gave a residue, which is purified by semi-preparative reverse phase HPLC to give 4-(5-acetyl-imidazol-1-yl)-3,3-dimethyl-isochroman-1-one as a white solid; MS (ESI) m/z 285.0 (M+H); 1H NMR (400 MHz, CDCl3) δ ... Starting materials: O=C([O-])[O-], CS[Si](C)(C)C, CS(C)=O, CCOC(C)=O, [Cs+], [Cs+], COc1cc([N+](=O)[O-])cc([N+](=O)[O-])c1, O. Yields the product COc1cc(SC)cc([N+](=O)[O-])c1. RXN SMILES: [C:21](=[O:22])([O-:23])[O-:24].[CH3:15][S:16][Si:17]([CH3:18])([CH3:19])[CH3:20].[CH3:27][S:28]([CH3:29])=[O:30].[CH3:32][CH2:33][O:34][C:35](=[O:36])[CH3:37].[Cs+:25].[Cs+:26].[N+:1](=[O:2])([O-:3])[c:4]1[cH:5][c:6]([O:13][CH3:14])[cH:7][c:8]([N+:10]([O-:11])=[O:12])[cH:9]1.[OH2:31]>>[N+:1](=[O:2])([O-:3])[c:4]1[cH:5][c:6]([O:13][CH3:14])[cH:7][c:8]([S:16][CH3:15])[cH:9]1. Starting materials: N1C=NC=C1 (imidazole), ClC=1N=C(C2=C(N1)SC(=C2Cl)C)NCC2=CC(=C(C=C2)OC)OC (2,5-dichloro-6-methyl-4-(3,4-dimethoxybenzylamino)-thieno-[2,3-d]-pyrimidine). Yields the product N1(C=NC=C1)C=1N=C(C2=C(N1)SC(=C2Cl)C)NCC2=CC(=C(C=C2)OC)OC (2-(imidazol-1-yl)-5-chloro-6-methyl-4-(3,4-dimethoxybenzylamino)-thieno-[2,3-d]-pyrimidine). As a reaction SMILES: [NH:1]1[CH:5]=[CH:4][N:3]=[CH:2]1.Cl[C:7]1[N:8]=[C:9]([NH:18][CH2:19][C:20]2[CH:25]=[CH:24][C:23]([O:26][CH3:27])=[C:22]([O:28][CH3:29])[CH:21]=2)[C:10]2[C:15]([Cl:16])=[C:14]([CH3:17])[S:13][C:11]=2[N:12]=1>>[N:1]1([C:7]2[N:8]=[C:9]([NH:18][CH2:19][C:20]3[CH:25]=[CH:24][C:23]([O:26][CH3:27])=[C:22]([O:28][CH3:29])[CH:21]=3)[C:10]3[C:15]([Cl:16])=[C:14]([CH3:17])[S:13][C:11]=3[N:12]=2)[CH:5]=[CH:4][N:3]=[CH:2]1. Reported procedure: Following the procedure of Example 97, the reaction of imidazole with 2,5-dichloro-6-methyl-4-(3,4-dimethoxybenzylamino)-thieno-[2,3-d]-pyrimidine gives 2-(imidazol-1-yl)-5-chloro-6-methyl-4-(3,4-dimethoxybenzylamino)-thieno-[2,3-d]-pyrimidine. The reactants are Example 1 ( 1a ), OC1=CC=C(C(=O)OC)C=C1 (methyl 4-hydroxybenzoate), FC(CCCO)(F)F (4,4,4-trifluorobutan-1-ol). The product is FC(CCCOC1=CC=C(C(=O)O)C=C1)(F)F (4-(4,4,4-Trifluorobutoxy)benzoic acid). Isolated yield 66.6%. RXN SMILES: [OH:1][C:2]1[CH:11]=[CH:10][C:5]([C:6]([O:8]C)=[O:7])=[CH:4][CH:3]=1.[F:12][C:13]([F:19])([F:18])[CH2:14][CH2:15][CH2:16]O>>[F:12][C:13]([F:19])([F:18])[CH2:14][CH2:15][CH2:16][O:1][C:2]1[CH:11]=[CH:10][C:5]([C:6]([OH:8])=[O:7])=[CH:4][CH:3]=1. Reported procedure: A reaction similar to that described in Example 1 (1a) was conducted using methyl 4-hydroxybenzoate (1.19 g) and 4,4,4-trifluorobutan-1-ol (1.00 g) to give 1.29 g of the title compound (white powder). Starting materials: C(CCCCCCCCCCC)(=O)OC (methyl laurate), CN(C)C(CCC)O (dimethylaminobutanol), 435. Run at time 24 hour. Product: C(CCCCCCCCCCC)(=O)OCCCN(C)C (3-dimethylaminopropyl laurate). Yield: 67.0%. Reaction SMILES: [C:1]([O:14][CH3:15])(=[O:13])[CH2:2][CH2:3][CH2:4][CH2:5][CH2:6][CH2:7][CH2:8][CH2:9][CH2:10][CH2:11][CH3:12].[CH3:16][N:17]([CH:19](O)[CH2:20]CC)[CH3:18]>>[C:1]([O:14][CH2:15][CH2:20][CH2:19][N:17]([CH3:18])[CH3:16])(=[O:13])[CH2:2][CH2:3][CH2:4][CH2:5][CH2:6][CH2:7][CH2:8][CH2:9][CH2:10][CH2:11][CH3:12]. Procedure details: To a 50-mL conical bottom plastic vial was added methyl laurate (38.5 mmol), dimethylaminobutanol (46.2 mmol, 1.2 eq), and Novozym 435 (400 mg). A syringe was inserted through the cap and two additional holes were punched for gas to exit. Nitrogen was bubbled at a rate sufficient to mix the contents. The vial was placed in a heating block set to 65° C. The reaction was monitored by GC/MS to observe the disappearance of starting material. The reaction was complete after approximately 24 hours. Th... Reactants: C(C)(C)(C)OC(CC(C(=O)N(C)OC)NS(=O)(=O)C1=C(C=C(C=C1)F)OCCC1=CC=CC2=CC=CC=C12)=O (3-[4-fluoro-2-(2-naphthalen-1-yl-ethoxy)-benzenesulfonyl amino]-N-methoxy-N methyl-succinamic acid tert-butyl ester), N1CCCC1 (pyrollidine), CCOC(=O)C (EtOAc). Yields the product C(C)(C)(C)OC(C[C@@H](C(=O)N(C)OC)NS(=O)(=O)C1=C(C=C(C=C1)N1CCCC1)OCCC1=CC=CC2=CC=CC=C12)=O ((S)-N-Methoxy-N-methyl-3-[2-(2-naphthalen-1-yl-ethoxy)-4-pyrrolidin-1-yl-benzenesulfonyl amino]-succinamic acid tert-butyl ester). The yield is 81.0%. Reaction SMILES: [C:1]([O:5][C:6](=[O:39])[CH2:7][CH:8]([NH:15][S:16]([C:19]1[CH:24]=[CH:23][C:22](F)=[CH:21][C:20]=1[O:26][CH2:27][CH2:28][C:29]1[C:38]2[C:33](=[CH:34][CH:35]=[CH:36][CH:37]=2)[CH:32]=[CH:31][CH:30]=1)(=[O:18])=[O:17])[C:9]([N:11]([O:13][CH3:14])[CH3:12])=[O:10])([CH3:4])([CH3:3])[CH3:2].CCOC(C)=O.[NH:46]1[CH2:50][CH2:49][CH2:48][CH2:47]1>>[C:1]([O:5][C:6](=[O:39])[CH2:7][C@H:8]([NH:15][S:16]([C:19]1[CH:24]=[CH:23][C:22]([N:46]2[CH2:50][CH2:49][CH2:48][CH2:47]2)=[CH:21][C:20]=1[O:26][CH2:27][CH2:28][C:29]1[C:38]2[C:33](=[CH:34][CH:35]=[CH:36][CH:37]=2)[CH:32]=[CH:31][CH:30]=1)(=[O:18])=[O:17])[C:9]([N:11]([O:13][CH3:14])[CH3:12])=[O:10])([CH3:4])([CH3:3])[CH3:2]. Procedure: A solution of S)-3-[4-fluoro-2-(2-naphthalen-1-yl-ethoxy)-benzenesulfonyl amino]-N-methoxy-N methyl-succinamic acid tert-butyl ester (1.10 g, 2.0 mmol) in pyrollidine (10 mL) was heated at 50° C. for 5 h. The reaction mixture was allowed to cool and then was added EtOAc (150 mL). The resulting solution was washed sequentially with the following solutions: 5% citric acid, saturated NaHCO3, and brine. The organic phase was dried (MgSO4), and then the solvent was removed under vacuum. The resulting... Starting materials: CSc1nc(N2CCOCC2)c2cc(CN3CCN(S(C)(=O)=O)CC3)sc2n1, COCCOC, CCOC(C)=O, CSC, [Cu]Br, CCCC[Sn](CCCC)(CCCC)c1ccc(-c2ccccc2)nc1, c1ccc(P(c2ccccc2)(c2ccccc2)[Pd](P(c2ccccc2)(c2ccccc2)c2ccccc2)(P(c2ccccc2)(c2ccccc2)c2ccccc2)P(c2ccccc2)(c2ccccc2)c2ccccc2)cc1. Product: CS(=O)(=O)N1CCN(Cc2cc3c(N4CCOCC4)nc(-c4ccc(-c5ccccc5)nc4)nc3s2)CC1. RXN SMILES: [CH3:1][S:2](=[O:3])(=[O:4])[N:5]1[CH2:6][CH2:7][N:8]([CH2:11][c:12]2[cH:13][c:14]3[c:15]([n:16][c:17]([S:26][CH3:27])[n:18][c:19]3[N:20]3[CH2:21][CH2:22][O:23][CH2:24][CH2:25]3)[s:28]2)[CH2:9][CH2:10]1.[CH3:54][O:55][CH2:56][CH2:57][O:58][CH3:59].[CH3:60][CH2:61][O:62][C:63](=[O:64])[CH3:65].[CH3:66][S:67][CH3:68].[Cu:69][Br:70].[c:29]1(-[c:35]2[n:36][cH:37][c:38]([Sn:41]([CH2:42][CH2:43][CH2:44][CH3:45])([CH2:46][CH2:47][CH2:48][CH3:49])[CH2:50][CH2:51][CH2:52][CH3:53])[cH:39][cH:40]2)[cH:30][cH:31][cH:32][cH:33][cH:34]1.[cH:71]1[cH:72][cH:73][c:74]([P:75]([Pd:76]([P:77]([c:78]2[cH:79][cH:80][cH:81][cH:82][cH:83]2)([c:84]2[cH:85][cH:86][cH:87][cH:88][cH:89]2)[c:90]2[cH:91][cH:92][cH:93][cH:94][cH:95]2)([P:96]([c:97]2[cH:98][cH:99][cH:100][cH:101][cH:102]2)([c:103]2[cH:104][cH:105][cH:106][cH:107][cH:108]2)[c:109]2[cH:110][cH:111][cH:112][cH:113][cH:114]2)[P:115]([c:116]2[cH:117][cH:118][cH:119][cH:120][cH:121]2)([c:122]2[cH:123][cH:124][cH:125][cH:126][cH:127]2)[c:128]2[cH:129][cH:130][cH:131][cH:132][cH:133]2)([c:134]2[cH:135][cH:136][cH:137][cH:138][cH:139]2)[c:140]2[cH:141][cH:142][cH:143][cH:144][cH:145]2)[cH:146][cH:147]1>>[CH3:1][S:2](=[O:3])(=[O:4])[N:5]1[CH2:6][CH2:7][N:8]([CH2:11][c:12]2[cH:13][c:14]3[c:15]([n:16][c:17](-[c:38]4[cH:37][n:36][c:35](-[c:29]5[cH:30][cH:31][cH:32][cH:33][cH:34]5)[cH:40][cH:39]4)[n:18][c:19]3[N:20]3[CH2:21][CH2:22][O:23][CH2:24][CH2:25]3)[s:28]2)[CH2:9][CH2:10]1. Reactants: COC(=O)C(O)CN1CC(O[Si](C)(C)C(C)(C)C)C1, C[Al](C)C, Cc1cnc(N)s1, ClCCl. The product is Cc1cnc(NC(=O)C(O)CN2CC(O[Si](C)(C)C(C)(C)C)C2)s1. Reaction SMILES: [C:12]([CH3:13])([CH3:14])([CH3:15])[Si:16]([O:17][CH:18]1[CH2:19][N:20]([CH2:22][CH:23]([C:24](=[O:25])[O:26][CH3:27])[OH:28])[CH2:21]1)([CH3:29])[CH3:30].[CH3:1][Al:2]([CH3:3])[CH3:4].[CH3:5][c:6]1[cH:7][n:8][c:9]([NH2:11])[s:10]1.[Cl:31][CH2:32][Cl:33]>>[CH3:5][c:6]1[cH:7][n:8][c:9]([NH:11][C:24]([CH:23]([CH2:22][N:20]2[CH2:19][CH:18]([O:17][Si:16]([C:12]([CH3:13])([CH3:14])[CH3:15])([CH3:29])[CH3:30])[CH2:21]2)[OH:28])=[O:25])[s:10]1. The yield is 100.0%. Product: C(CCC)C(C=NO)(CC=CCCC=CCC(N)C1=CC=CC=C1)CC (2-n-butyl-2-ethyl-11-phenyl-11-amino-undeca-4,8-dienal oxime). RXN SMILES: [CH2:1]([C:5]1([CH2:23][CH3:24])[CH2:16][CH:15]=[CH:14][CH2:13][CH2:12][CH:11]=[CH:10][CH2:9][CH:8]([C:17]2[CH:22]=[CH:21][CH:20]=[CH:19][CH:18]=2)[N:7]=[CH:6]1)[CH2:2][CH2:3][CH3:4].Cl.[NH2:26][OH:27].Cl>O>[CH2:1]([C:5]([CH2:23][CH3:24])([CH2:16][CH:15]=[CH:14][CH2:13][CH2:12][CH:11]=[CH:10][CH2:9][CH:8]([C:17]1[CH:22]=[CH:21][CH:20]=[CH:19][CH:18]=1)[NH2:7])[CH:6]=[N:26][OH:27])[CH2:2][CH2:3][CH3:4] |f:1.2|. Procedure details: The procedure described in Example 1(b) is repeated, except that 283.4 g (0.875 mol) of 3-n-butyl-3-ethyl-12-phenyl-1-aza-1,5,9-cyclododecatriene, 60.8 g (0.87 mol) of hydroxylamine hydrochloride, 50 ml of concentrated hydrochloric acid and 250 ml of water are used. Working up yields 310 g (0.87 mol) of 2-n-butyl-2-ethyl-11-phenyl-11-amino-undeca-4,8-dienal oxime; yield 99.5% of theory. Reactants: C(CCC)C1(C=NC(CC=CCCC=CC1)C1=CC=CC=C1)CC (3-n-butyl-3-ethyl-12-phenyl-1-aza-1,5,9-cyclododecatriene), Cl.NO (hydroxylamine hydrochloride), Cl (hydrochloric acid). Run in O (water). The reactants are 3,5-Dimethoxy propiophenone, C[Mg]Br (methyl magnesium bromide), [Cl-].[NH4+] (ammonium chloride), OS(=O)(=O)O (H2SO4), alcohol, COC=1C=C(C=C(C1)OC)C(C(CCC1=CC=C(C=C1)F)C)=O (1-(3,5-dimethoxyphenyl)-2-methyl-4(p-fluorophenyl)-1-butanone), ketone, COC=1C=C(C=C(C1)OC)C(C)(C(CCC1=CC=C(C=C1)F)C)O (2(3,5-dimethoxyphenyl)-3-methyl-5(p-fluorophenyl)-2-pentanol). Reagents/catalysts: [Pd] (palladium). Run in C(C)(=O)O (acetic acid), CCOCC (ether), CCOCC (ether). The product is COC=1C=C(C=C(C1)OC)C(C)C(CCC1=CC=C(C=C1)F)C (2(3,5-Dimethoxyphenyl)-3-Methyl-5-(p-Fluorophenyl)Pentane). Reaction SMILES: COC1C=C(C(=O)C(C)CCC2C=CC(F)=CC=2)C=C(OC)C=1.C[Mg]Br.[Cl-].[NH4+].[CH3:29][O:30][C:31]1[CH:32]=[C:33]([C:39](O)([CH:41]([CH3:51])[CH2:42][CH2:43][C:44]2[CH:49]=[CH:48][C:47]([F:50])=[CH:46][CH:45]=2)[CH3:40])[CH:34]=[C:35]([O:37][CH3:38])[CH:36]=1.OS(O)(=O)=O>CCOCC.C(O)(=O)C.[Pd]>[CH3:29][O:30][C:31]1[CH:32]=[C:33]([CH:39]([CH:41]([CH3:51])[CH2:42][CH2:43][C:44]2[CH:45]=[CH:46][C:47]([F:50])=[CH:48][CH:49]=2)[CH3:40])[CH:34]=[C:35]([O:37][CH3:38])[CH:36]=1 |f:2.3|. Procedure details: 3,5-Dimethoxy propiophenone (52.0 g.) was added to a suspension prepared from 13.9 g. 57% sodium hydride in mineral oil (which had been freed of mineral oil by washing with toluene) and 130 ml. toluene. The resulting mixture was refluxed 30 minutes, 51 g. of 2(p-fluorophenyl)ethyl bromide added and refluxed 2-Y2. The mixture was worked up with water and HCl and the product distilled to give 66.4 g. 1-(3,5-dimethoxyphenyl)-2-methyl-4(p-fluorophenyl)-1-butanone b.p. 160 - 175/0.3mm. This ketone in...